From a dataset of the Open Reaction Database (ORD), a public repository of structured organic reaction records. describe an organic reaction: reactants, conditions, products, and yield Reactants: C1(CCCCC1)C#CC=1C=NC2=CC(=C(C=C2C1)OC)OC (3-cyclohexylethynyl-6,7-dimethoxyquinoline). Reagents/catalysts: [Pd] (Pd/C). Run in CO (CH3OH), C(C)(=O)O (acetic acid). Yields the product C1(CCCCC1)CCC=1C=NC2=CC(=C(C=C2C1)OC)OC (3-cyclohexylethyl-6,7-dimethoxyquinoline). Reaction SMILES: [CH:1]1([C:7]#[C:8][C:9]2[CH:10]=[N:11][C:12]3[C:17]([CH:18]=2)=[CH:16][C:15]([O:19][CH3:20])=[C:14]([O:21][CH3:22])[CH:13]=3)[CH2:6][CH2:5][CH2:4][CH2:3][CH2:2]1>CO.C(O)(=O)C.[Pd]>[CH:1]1([CH2:7][CH2:8][C:9]2[CH:10]=[N:11][C:12]3[C:17]([CH:18]=2)=[CH:16][C:15]([O:19][CH3:20])=[C:14]([O:21][CH3:22])[CH:13]=3)[CH2:6][CH2:5][CH2:4][CH2:3][CH2:2]1. Procedure details: To 3-cyclohexylethynyl-6,7-dimethoxyquinoline (215 mg; 0.73 mmol) in 10 mL CH3OH and 20 mL glacial acetic acid is added 22 mg 10% Pd/C. H2 is bubbled through the reaction mixture and then filtered, evaporated to dryness and diluted with distilled water. This is then neutralized with Na2CO3, extracted with EtOAc, washed with brine, dried (MgSO4), evaporated to dryness and chromatographed with 8:2/hexane: EtOAc to obtain 3-cyclohexylethyl-6,7-dimethoxyquinoline. The reactants are CCOC(=O)C=C(C)CC(C)(C)NC(=O)OC(C)(C)C, C1COCCO1, COC(C)(C)C, [Li+], [Na+], [OH-], O, O=S(=O)([O-])O. The product is CC(=CC(=O)O)CC(C)(C)NC(=O)OC(C)(C)C. RXN SMILES: [CH2:1]([CH3:2])[O:3][C:4]([CH:5]=[C:6]([CH2:7][C:8]([CH3:9])([CH3:10])[NH:11][C:12](=[O:13])[O:14][C:15]([CH3:16])([CH3:17])[CH3:18])[CH3:19])=[O:20].[CH2:29]1[O:30][CH2:31][CH2:32][O:33][CH2:34]1.[CH3:23][O:24][C:25]([CH3:26])([CH3:27])[CH3:28].[Li+:21].[Na+:41].[OH-:22].[OH2:35].[S:36]([O-:37])([OH:38])(=[O:39])=[O:40]>>[O:3]=[C:4]([CH:5]=[C:6]([CH2:7][C:8]([CH3:9])([CH3:10])[NH:11][C:12](=[O:13])[O:14][C:15]([CH3:16])([CH3:17])[CH3:18])[CH3:19])[OH:20]. Starting materials: N#Cc1ccc2oc(C(=O)O)cc2c1, CCN=C=NCCCN(C)C, CN(C)C=O, CCOC(=O)COc1ccc(N)cc1, O, On1nnc2ccccc21. Product: CCOC(=O)COc1ccc(NC(=O)c2cc3cc(C#N)ccc3o2)cc1. RXN SMILES: [C:1](#[N:2])[c:3]1[cH:4][cH:5][c:6]2[c:7]([cH:8][c:9]([C:11](=[O:12])[OH:13])[o:10]2)[cH:14]1.[CH3:39][N:40]([CH3:41])[CH2:42][CH2:43][CH2:44][N:45]=[C:46]=[N:47][CH2:48][CH3:49].[CH3:50][N:51]([CH3:52])[CH:53]=[O:54].[NH2:15][c:16]1[cH:17][cH:18][c:19]([O:20][CH2:21][C:22](=[O:23])[O:24][CH2:25][CH3:26])[cH:27][cH:28]1.[OH2:55].[OH:29][n:30]1[c:31]2[cH:32][cH:33][cH:34][cH:35][c:36]2[n:37][n:38]1>>[C:1](#[N:2])[c:3]1[cH:4][cH:5][c:6]2[c:7]([cH:8][c:9]([C:11](=[O:13])[NH:15][c:16]3[cH:17][cH:18][c:19]([O:20][CH2:21][C:22](=[O:23])[O:24][CH2:25][CH3:26])[cH:27][cH:28]3)[o:10]2)[cH:14]1. Starting materials: O=C([O-])[O-], CN(C)C=O, ClCCl, CC(C)I, [K+], [K+], O, O=C(C1CC1)N1CCC(Cc2n[nH]c(=O)n2-c2ccc(-c3ccc4occc4c3)cc2)C1. Yields the product CC(C)n1nc(CC2CCN(C(=O)C3CC3)C2)n(-c2ccc(-c3ccc4occc4c3)cc2)c1=O. As a reaction SMILES: [C:33](=[O:34])([O-:35])[O-:36].[CH3:46][N:47]([CH3:48])[CH:49]=[O:50].[Cl:43][CH2:44][Cl:45].[I:39][CH:40]([CH3:41])[CH3:42].[K+:37].[K+:38].[OH2:51].[o:1]1[cH:2][cH:3][c:4]2[c:5]1[cH:6][cH:7][c:8](-[c:10]1[cH:11][cH:12][c:13](-[n:16]3[c:17](=[O:32])[nH:18][n:19][c:20]3[CH2:21][CH:22]3[CH2:23][N:24]([C:27](=[O:28])[CH:29]4[CH2:30][CH2:31]4)[CH2:25][CH2:26]3)[cH:14][cH:15]1)[cH:9]2>>[o:1]1[cH:2][cH:3][c:4]2[c:5]1[cH:6][cH:7][c:8](-[c:10]1[cH:11][cH:12][c:13](-[n:16]3[c:17](=[O:32])[n:18]([CH:40]([CH3:41])[CH3:42])[n:19][c:20]3[CH2:21][CH:22]3[CH2:23][N:24]([C:27](=[O:28])[CH:29]4[CH2:30][CH2:31]4)[CH2:25][CH2:26]3)[cH:14][cH:15]1)[cH:9]2. Starting materials: CC1(CN2C(C3=CC=CC=C3C2=NC1)=O)C (2,2-dimethyl-2,3-dihydro-1H-4,9a-diaza-fluoren-9-one), O.NN (hydrazine hydrate). Run in CCO (EtOH). The product is NCC(CNC1=NNC(C2=CC=CC=C12)=O)(C)C (4-(3-amino-2,2-dimethyl-propylamino)-2H-phthalazin-1-one). The yield is 58.0%. As a reaction SMILES: [CH3:1][C:2]1([CH3:16])[CH2:14][N:13]=[C:12]2[N:4]([C:5](=O)[C:6]3[C:11]2=[CH:10][CH:9]=[CH:8][CH:7]=3)[CH2:3]1.[OH2:17].[NH2:18][NH2:19]>CCO>[NH2:13][CH2:14][C:2]([CH3:16])([CH3:1])[CH2:3][NH:4][C:5]1[C:6]2[C:11](=[CH:10][CH:9]=[CH:8][CH:7]=2)[C:12](=[O:17])[NH:19][N:18]=1 |f:1.2|. Procedure details: To 2,2-dimethyl-2,3-dihydro-1H-4,9a-diaza-fluoren-9-one (1.5 g, 7.0 mmol) in EtOH (17.5 mL), hydrazine hydrate (0.98 mL) was added and the mixture was heated at reflux for 3½ h. Crystallization provided 0.994 g (58%) of 4-(3-amino-2,2-dimethyl-propylamino)-2H-phthalazin-1-one. RXN SMILES: [CH3:12][I:13].[CH3:14][OH:15].[CH:1](=[O:2])[N:3]1[CH2:4][CH2:5][N:6]([C:9]([NH2:10])=[S:11])[CH2:7][CH2:8]1>>[CH:1](=[O:2])[N:3]1[CH2:4][CH2:5][N:6]([C:9](=[NH:10])[S:11][CH3:12])[CH2:7][CH2:8]1.[IH:13]. Product: CSC(=N)N1CCN(C=O)CC1, I. Starting materials: CI, CO, NC(=S)N1CCN(C=O)CC1.